From a dataset of the Open Reaction Database (ORD), a public repository of structured organic reaction records. describe an organic reaction: reactants, conditions, products, and yield The reactants are OC1=CC=C(C=C1)S (4-hydroxythiophenol), [OH-].[Na+] (sodium hydroxide), ClCSC1CCCCC1 (chloromethylcyclohexylsulfide), C1(CCCCC1)S (cyclohexanethiol), C=O (formaldehyde), Cl (hydrochloric acid). Solvent: C(C)O (ethanol), O (water). Run at temperature 70 celsius, time 4 hour. The product is C1(CCCCC1)SCSC1=CC=C(C=C1)O (cyclohexylthio(4-hydroxyphenylthio)methane). As a reaction SMILES: [OH:1][C:2]1[CH:7]=[CH:6][C:5]([SH:8])=[CH:4][CH:3]=1.[OH-].[Na+].Cl[CH2:12][S:13][CH:14]1[CH2:19][CH2:18][CH2:17][CH2:16][CH2:15]1.C1(S)CCCCC1.C=O.Cl>C(O)C.O>[CH:14]1([S:13][CH2:12][S:8][C:5]2[CH:6]=[CH:7][C:2]([OH:1])=[CH:3][CH:4]=2)[CH2:19][CH2:18][CH2:17][CH2:16][CH2:15]1 |f:1.2|. Procedure: In 100 g of ethanol were dispersed 12.6 g (0.1 mol) of 4-hydroxythiophenol and 4.0 g (0.1 mol) of sodium hydroxide. The dispersion was heated at 70° C. for dissolution. To the solution, 16.5 g (0.1 mol) of chloromethylcyclohexylsulfide, which was separately prepared from cyclohexanethiol, formaldehyde and hydrochloric acid according to the teaching of U.S. Pat. No. 2,354,230, was added dropwise. The solution was ripened at 70° C. for 4 hours. Thereafter, the solution was cooled, combined with 50...